This data is from the Open Reaction Database (ORD), a public repository of structured organic reaction records. The task is: describe an organic reaction: reactants, conditions, products, and yield The reactants are [Li]CCCC, CCCCCC, CN(C)c1ccc2c(c1)COC2=O, COCCOC, CCOC(C)=O, O=C1Cc2cc(Cl)ccc2N1, Cl, [Na+], [OH-]. Yields the product CN(C)c1ccc2c(c1)COC2=C1C(=O)Nc2ccc(Cl)cc21. RXN SMILES: [CH3:12][CH2:13][CH2:14][CH2:15][Li:16].[CH3:17][CH2:18][CH2:19][CH2:20][CH2:21][CH3:22].[CH3:23][N:24]([c:25]1[cH:26][c:27]2[c:32]([cH:33][cH:34]1)[C:30](=[O:31])[O:29][CH2:28]2)[CH3:35].[CH3:39][O:40][CH2:41][CH2:42][O:43][CH3:44].[CH3:45][CH2:46][O:47][C:48](=[O:49])[CH3:50].[Cl:1][c:2]1[cH:3][c:4]2[c:8]([cH:9][cH:10]1)[NH:7][C:6](=[O:11])[CH2:5]2.[ClH:36].[Na+:38].[OH-:37]>>[Cl:1][c:2]1[cH:3][c:4]2[c:8]([cH:9][cH:10]1)[NH:7][C:6](=[O:11])[C:5]2=[C:30]1[O:29][CH2:28][c:27]2[cH:26][c:25]([N:24]([CH3:23])[CH3:35])[cH:34][cH:33][c:32]21. Starting materials: ClC1=C(C=C(C(=C1)OC)OCC1=C(C(=CC=C1OC)F)F)NC1=NC=NC(=C1C(=O)OCC)C (ethyl 4-[2-chloro-5-(2,3-difluoro-6-methoxybenzyloxy)-4-methoxyphenylamino]-6-methylpyrimidine-5-carboxylate), Cl (hydrochloric acid), [OH-].[Na+] (sodium hydroxide). Solvent: O1CCCC1 (tetrahydrofuran), CO (methanol). Reaction conditions: temperature 60 celsius, time 30 minute. Product: ClC1=C(C=C(C(=C1)OC)OCC1=C(C(=CC=C1OC)F)F)NC1=NC=NC(=C1C(=O)O)C (4-[2-chloro-5-(2,3-difluoro-6-methoxybenzyloxy)-4-methoxyphenylamino]-6-methylpyrimidine-5-carboxylic acid). Isolated yield 53.0%. RXN SMILES: [Cl:1][C:2]1[CH:7]=[C:6]([O:8][CH3:9])[C:5]([O:10][CH2:11][C:12]2[C:17]([O:18][CH3:19])=[CH:16][CH:15]=[C:14]([F:20])[C:13]=2[F:21])=[CH:4][C:3]=1[NH:22][C:23]1[C:28]([C:29]([O:31]CC)=[O:30])=[C:27]([CH3:34])[N:26]=[CH:25][N:24]=1.[OH-].[Na+].Cl>O1CCCC1.CO>[Cl:1][C:2]1[CH:7]=[C:6]([O:8][CH3:9])[C:5]([O:10][CH2:11][C:12]2[C:17]([O:18][CH3:19])=[CH:16][CH:15]=[C:14]([F:20])[C:13]=2[F:21])=[CH:4][C:3]=1[NH:22][C:23]1[C:28]([C:29]([OH:31])=[O:30])=[C:27]([CH3:34])[N:26]=[CH:25][N:24]=1 |f:1.2|. Procedure: A solution of ethyl 4-chloro-6-methylpyrimidine-5-carboxylate (0.3 g), 2-chloro-5-(2,3-difluoro-6-methoxybenzyloxy)-4-methoxyaniline (0.49 g) and N,N-diisopropylethylamine (0.26 mL) in acetonitrile (4.5 mL) was stirred at 130° C. in a reaction vessel equipped with a reflux condenser for 1 day. To the reaction mixture was added water (3 mL), and the resulting mixture was stirred at room temperature for 40 minutes. The insoluble material was collected by filtration. The collected material was wash... Product: CCOC(=O)C1=C(C)N=C(N)C(Cc2ccccc2)(C(=O)OCC)C1c1cccc([N+](=O)[O-])c1. The reactants are BrCc1ccccc1, CCOC(=O)C1=C(C)NC(N)=C(C(=O)OCC)C1c1cccc([N+](=O)[O-])c1, CCO. RXN SMILES: [Br:28][CH2:29][c:30]1[cH:31][cH:32][cH:33][cH:34][cH:35]1.[CH2:1]([CH3:2])[O:3][C:4](=[O:5])[C:6]1=[C:7]([NH2:27])[NH:8][C:9]([CH3:26])=[C:10]([C:21](=[O:22])[O:23][CH2:24][CH3:25])[CH:11]1[c:12]1[cH:13][c:14]([N+:18](=[O:19])[O-:20])[cH:15][cH:16][cH:17]1.[CH3:36][CH2:37][OH:38]>>[CH2:1]([CH3:2])[O:3][C:4](=[O:5])[C:6]1([CH2:29][c:30]2[cH:31][cH:32][cH:33][cH:34][cH:35]2)[C:7]([NH2:27])=[N:8][C:9]([CH3:26])=[C:10]([C:21](=[O:22])[O:23][CH2:24][CH3:25])[CH:11]1[c:12]1[cH:13][c:14]([N+:18](=[O:19])[O-:20])[cH:15][cH:16][cH:17]1.